describe an organic reaction: reactants, conditions, products, and yield From a dataset of the Open Reaction Database (ORD), a public repository of structured organic reaction records. Starting materials: CCOc1cc(-c2ccccc2)sc1C(=O)OC, [K+], C1CCOC1, [OH-], O. Product: CCOc1cc(-c2ccccc2)sc1C(=O)O. As a reaction SMILES: [CH2:1]([CH3:2])[O:3][c:4]1[c:5]([C:15](=[O:16])[O:17][CH3:18])[s:6][c:7](-[c:9]2[cH:10][cH:11][cH:12][cH:13][cH:14]2)[cH:8]1.[K+:20].[O:21]1[CH2:22][CH2:23][CH2:24][CH2:25]1.[OH-:19].[OH2:26]>>[CH2:1]([CH3:2])[O:3][c:4]1[c:5]([C:15](=[O:16])[OH:17])[s:6][c:7](-[c:9]2[cH:10][cH:11][cH:12][cH:13][cH:14]2)[cH:8]1. The reactants are CC(=O)CC(=O)OCCC#N, CO, N. The product is CC(N)=CC(=O)OCCC#N. Reaction SMILES: [C:1]([CH2:2][C:3](=[O:4])[CH3:5])(=[O:6])[O:7][CH2:8][CH2:9][C:10]#[N:11].[CH3:13][OH:14].[NH3:12]>>[C:1]([CH:2]=[C:3]([CH3:5])[NH2:12])(=[O:6])[O:7][CH2:8][CH2:9][C:10]#[N:11]. Run at time 3 hour. Reaction SMILES: [N:1]1([C:6]2[N:11]=[C:10]([NH:12][C:13](OC)=[O:14])[N+:9]([O-:17])=[C:8]([NH:18][C:19]([O:21][CH3:22])=[O:20])[CH:7]=2)[CH2:5][CH:4]=[CH:3][CH2:2]1.C(Cl)Cl.[OH-].[Na+]>O>[N:1]1([C:6]2[CH:7]=[C:8]([NH:18][C:19]([O:21][CH3:22])=[O:20])[N:9]3[O:17][C:13](=[O:14])[N:12]=[C:10]3[N:11]=2)[CH2:5][CH:4]=[CH:3][CH2:2]1 |f:2.3|. Procedure: 4.5 G. of dimethyl 6-(3-pyrrolin-1-yl)-2,4-pyrimidine-dicarbamate-3-oxide are suspended in a mixture of 200 ml. of methylene chloride and 200 ml. of water. The suspension is adjusted with concentrated sodium hydroxide to pH 12.5 and stirred at this pH for 3 hours. The two phases are then separated and the aqueous phase is adjusted to pH 3 with concentrated hydrochloric acid. The separated white precipitate is filtered off, pre-dried and recrystallized from a mixture of methylene chloride and met... The product is N1(CC=CC1)C1=NC=2N(C(=C1)NC(=O)OC)OC(N2)=O (methyl 5-(3-pyrrolin-1-yl)-2-oxo-2H-[1,2,4]-oxadiazolo[2,3-a]pyrimidine-7-carbamate). Reactants: N1(CC=CC1)C1=CC(=[N+](C(=N1)NC(=O)OC)[O-])NC(=O)OC (dimethyl 6-(3-pyrrolin-1-yl)-2,4-pyrimidine-dicarbamate-3-oxide), C(Cl)Cl (methylene chloride), [OH-].[Na+] (sodium hydroxide). The solvent is O (water). Starting materials: CC(=O)O, Cl, OC(Cc1ccccc1Cl)(Cn1ncnc1S)C1(Cl)CC1, ClCCl, N#C[K]. The product is N#CSc1ncnn1CC(O)(Cc1ccccc1Cl)C1(Cl)CC1. RXN SMILES: [CH3:26][C:27](=[O:28])[OH:29].[Cl:1].[Cl:2][C:3]1([C:6]([CH2:7][c:8]2[c:9]([Cl:14])[cH:10][cH:11][cH:12][cH:13]2)([CH2:15][n:16]2[n:17][cH:18][n:19][c:20]2[SH:21])[OH:22])[CH2:4][CH2:5]1.[Cl:30][CH2:31][Cl:32].[K:23][C:24]#[N:25]>>[Cl:2][C:3]1([C:6]([CH2:7][c:8]2[c:9]([Cl:14])[cH:10][cH:11][cH:12][cH:13]2)([CH2:15][n:16]2[n:17][cH:18][n:19][c:20]2[S:21][C:24]#[N:25])[OH:22])[CH2:4][CH2:5]1. The reactants are Cl, Cl, NO, [Na+], O=C([O-])O, C1CCOC1, O, O=C(Cl)C=Cc1cccc(S(=O)(=O)NCc2cccnc2)c1. Product: O=C(C=Cc1cccc(S(=O)(=O)NCc2cccnc2)c1)NO. Reaction SMILES: [ClH:1].[ClH:31].[NH2:2][OH:3].[Na+:8].[O-:4][C:5]([OH:6])=[O:7].[O:32]1[CH2:33][CH2:34][CH2:35][CH2:36]1.[OH2:37].[n:9]1[cH:10][c:11]([CH2:15][NH:16][S:17](=[O:18])(=[O:19])[c:20]2[cH:21][c:22]([CH:26]=[CH:27][C:28](=[O:29])[Cl:30])[cH:23][cH:24][cH:25]2)[cH:12][cH:13][cH:14]1>>[NH:2]([OH:3])[C:28]([CH:27]=[CH:26][c:22]1[cH:21][c:20]([S:17]([NH:16][CH2:15][c:11]2[cH:10][n:9][cH:14][cH:13][cH:12]2)(=[O:18])=[O:19])[cH:25][cH:24][cH:23]1)=[O:29]. Starting materials: Brc1ccccc1, Cc1c(N)cccc1C(=O)O, O=S(=O)(Cl)Cl, c1ccncc1. Yields the product Cc1c(NS(=O)(=O)c2ccc(Br)cc2)cccc1C(=O)O. Reaction SMILES: [Br:6][c:7]1[cH:8][cH:9][cH:10][cH:11][cH:12]1.[NH2:13][c:14]1[c:15]([CH3:23])[c:16]([C:17](=[O:18])[OH:19])[cH:20][cH:21][cH:22]1.[S:1](=[O:2])(=[O:3])([Cl:4])[Cl:5].[cH:24]1[cH:25][cH:26][n:27][cH:28][cH:29]1>>[S:1](=[O:2])(=[O:3])([c:10]1[cH:9][cH:8][c:7]([Br:6])[cH:12][cH:11]1)[NH:13][c:14]1[c:15]([CH3:23])[c:16]([C:17](=[O:18])[OH:19])[cH:20][cH:21][cH:22]1. The reactants are [BH4-], CO, CN(C)C(=O)C(=O)c1cc(Br)cnc1N, [Na+]. The product is CN(C)C(=O)C(O)c1cc(Br)cnc1N. Reaction SMILES: [BH4-:1].[CH3:18][OH:19].[NH2:3][c:4]1[n:5][cH:6][c:7]([Br:17])[cH:8][c:9]1[C:10]([C:11](=[O:12])[N:13]([CH3:14])[CH3:15])=[O:16].[Na+:2]>>[NH2:3][c:4]1[n:5][cH:6][c:7]([Br:17])[cH:8][c:9]1[CH:10]([C:11](=[O:12])[N:13]([CH3:14])[CH3:15])[OH:16].